From a dataset of the Open Reaction Database (ORD), a public repository of structured organic reaction records. describe an organic reaction: reactants, conditions, products, and yield Reactants: NC=1SC(=NN1)S (2-amino-5-mercapto-1,3,4-thiadiazole), C([O-])([O-])=O.[K+].[K+] (potassium carbonate), C(C)O (ethanol), BrCC(=O)OCC (ethyl bromoacetate). Run in O (water). Reaction conditions: time 3 hour. Yields the product NC1=NN=C(S1)SCC(=O)OCC (ethyl [(5-amino-1,3,4-thiadiazol-2-yl)thio]acetate). The yield is 42.1%. As a reaction SMILES: [NH2:1][C:2]1[S:3][C:4]([SH:7])=[N:5][N:6]=1.C(=O)([O-])[O-].[K+].[K+].C(O)C.Br[CH2:18][C:19]([O:21][CH2:22][CH3:23])=[O:20]>O>[NH2:1][C:2]1[S:3][C:4]([S:7][CH2:18][C:19]([O:21][CH2:22][CH3:23])=[O:20])=[N:5][N:6]=1 |f:1.2.3|. Procedure details: To a mixture of 3.9 g of 2-amino-5-mercapto-1,3,4-thiadiazole, 4.2 g of potassium carbonate and 50 ml of ethanol was gradually added 5 g of ethyl bromoacetate under ice cooling. Then, the mixture was stirred at room temperature for 3 hours. To the reaction mixture was added 200 ml of water followed by extraction with ethyl acetate. After washing with water, the extract was dried over anhydrous magnesium sulfate and the solvent was distilled off. The solid obtained was washed with toluene and dri... The reactants are Cl.CC1(C=2C=CC(=CC2C(CC1)(C)C)C=1N=C(SC1)C1CCNCC1)C (4-[4-(5,5,8,8-tetramethyl-5,6,7,8-tetrahydronaphthalen-2-yl)thiazol-2-yl]piperidine hydrochloride), ClCCOCCO (2-(2-chloroethoxy)ethanol), Cl (hydrochloride). The product is CC1(C=2C=CC(=CC2C(CC1)(C)C)C=1N=C(SC1)C1CCN(CC1)CCOCCO)C (2-(2-{4-[4-(5,5,8,8-tetramethyl-5,6,7,8-tetrahydronaphthalen-2-yl)thiazol-2-yl]piperidin-1-yl}ethoxy)ethanol). As a reaction SMILES: Cl.[CH3:2][C:3]1([CH3:26])[CH2:12][CH2:11][C:10]([CH3:14])([CH3:13])[C:9]2[CH:8]=[C:7]([C:15]3[N:16]=[C:17]([CH:20]4[CH2:25][CH2:24][NH:23][CH2:22][CH2:21]4)[S:18][CH:19]=3)[CH:6]=[CH:5][C:4]1=2.Cl[CH2:28][CH2:29][O:30][CH2:31][CH2:32][OH:33].Cl>>[CH3:2][C:3]1([CH3:26])[CH2:12][CH2:11][C:10]([CH3:13])([CH3:14])[C:9]2[CH:8]=[C:7]([C:15]3[N:16]=[C:17]([CH:20]4[CH2:25][CH2:24][N:23]([CH2:28][CH2:29][O:30][CH2:31][CH2:32][OH:33])[CH2:22][CH2:21]4)[S:18][CH:19]=3)[CH:6]=[CH:5][C:4]1=2 |f:0.1|. Reported procedure: The preparation was carried out as already described starting from 100 mg (0.26 mmol) of 4-[4-(5,5,8,8-tetramethyl-5,6,7,8-tetrahydronaphthalen-2-yl)thiazol-2-yl]piperidine hydrochloride and 34 μl (0.31 mmol) of 2-(2-chloroethoxy)ethanol. The product is in the form of the hydrochloride.